From a dataset of the Open Reaction Database (ORD), a public repository of structured organic reaction records. describe an organic reaction: reactants, conditions, products, and yield Product: ClC=1C=C2C=CC(=NC2=CC1)N(C)C1=CC=C(C=C1)O (4-[N-(6-chloro-2-quinolinyl)-N-methylamino]phenol). Solvent: O (water), O (Water). The reactants are S(=O)(=O)(O)OC1=CC=C(C=C1)NC (4-(N-methylamino)phenol sulfate), C(C)O (ethanol), ClC1=NC2=CC=C(C=C2C=C1)Cl (2,6-dichloroquinoline). Reported procedure: A mixture of 2,6-dichloroquinoline (1.1 g; prepared according to the method of O Fischer, Chem. Ber., 35, 3683 (1902), 4-(N-methylamino)phenol sulfate (1.5 g), ethanol (5 ml) and water (20 ml) was heated under reflux for a period of 24 hours. Water (50 ml) was added to the mixture and the aqueous mixture was extracted with chloroform (2×100 ml). The chloroform extracts were dried (anhydrous MgSO4) and the solvent was evaporated to give 4-[N-(6-chloro-2-quinolinyl)-N-methylamino]phenol (1.1 g) as... RXN SMILES: Cl[C:2]1[CH:11]=[CH:10][C:9]2[C:4](=[CH:5][CH:6]=[C:7]([Cl:12])[CH:8]=2)[N:3]=1.S([O:17][C:18]1[CH:23]=[CH:22][C:21]([NH:24][CH3:25])=[CH:20][CH:19]=1)(O)(=O)=O.C(O)C>O>[Cl:12][C:7]1[CH:8]=[C:9]2[C:4](=[CH:5][CH:6]=1)[N:3]=[C:2]([N:24]([C:21]1[CH:22]=[CH:23][C:18]([OH:17])=[CH:19][CH:20]=1)[CH3:25])[CH:11]=[CH:10]2. The reactants are S1C=CC=C1 (thiophene), C(C=C)(=O)OCCO (2-hydroxyethyl acrylate), Formula 3a, Formula 2a, C(CO)O (ethylene glycol). The solvent is O1CCCC1 (Tetrahydrofuran). Reaction conditions: temperature 70 celsius, time 24 hour. The product is C12C(CC(C=C1)S2)C(=O)OCCO (2-hydroxyethyl 7-thiabicyclo[2.2.1]hept-5-ene-2-carboxylate). Isolated yield 80.0%. As a reaction SMILES: [S:1]1[CH:5]=[CH:4][CH:3]=[CH:2]1.[CH2:6](O)[CH2:7]O.[C:10]([O:14][CH2:15][CH2:16][OH:17])(=[O:13])C=C>O1CCCC1>[CH:5]12[S:1][CH:2]([CH:6]=[CH:7]1)[CH2:3][CH:4]2[C:10]([O:14][CH2:15][CH2:16][OH:17])=[O:13]. Reported procedure: Tetrahydrofuran solvent (500 g), thiophene (1.0 mole), represented by Chemical Formula 2a below, ethylene glycol (0.22 mole) and 2-hydroxyethyl acrylate (1.2 mole), represented by Chemical Formula 3a, are introduced into a 2-liter flask, and the mixture is stirred at 70° C. for 24 hours. After the reaction is completed, the solvent and excess 2-hydroxyethyl acrylate are removed by using a rotary evaporator, and the residue is distilled in vacuo to obtain pure 2-hydroxyethyl 7-thiabicyclo[2.2.1]h... Starting materials: CCCOC(C)Oc1ccc(OB([O-])[O-])cc1, O=C(O)C1=Cc2cc(Br)ccc2N(Cc2cccs2)CC1, O=C([O-])[O-], CCO, Cc1ccccc1, [K+], [K+], O. Product: CCCOC(C)Oc1ccc(-c2ccc3c(c2)C=C(C(=O)O)CCN3Cc2cccs2)cc1. RXN SMILES: [B:25]([O-:26])([O-:40])[O:41][c:27]1[cH:28][cH:29][c:30]([O:33][CH:34]([CH3:35])[O:36][CH2:37][CH2:38][CH3:39])[cH:31][cH:32]1.[Br:4][c:5]1[cH:6][cH:7][c:8]2[c:9]([cH:24]1)[CH:10]=[C:11]([C:21](=[O:22])[OH:23])[CH2:12][CH2:13][N:14]2[CH2:15][c:16]1[s:17][cH:18][cH:19][cH:20]1.[C:42](=[O:43])([O-:44])[O-:45].[CH3:1][CH2:2][OH:3].[CH3:48][c:49]1[cH:50][cH:51][cH:52][cH:53][cH:54]1.[K+:46].[K+:47].[OH2:55]>>[c:5]1(-[c:27]2[cH:28][cH:29][c:30]([O:33][CH:34]([CH3:35])[O:36][CH2:37][CH2:38][CH3:39])[cH:31][cH:32]2)[cH:6][cH:7][c:8]2[c:9]([cH:24]1)[CH:10]=[C:11]([C:21](=[O:22])[OH:23])[CH2:12][CH2:13][N:14]2[CH2:15][c:16]1[s:17][cH:18][cH:19][cH:20]1. Procedure: To a solution of 6.73 g (0.0294 moles) of N,N-diethyl-4-hydroxybenzenesulfonamide in 150 ml of DMSO was added 1.18 g (0.0294 moles) of NaOH. The mixture was heated to 60° C. and 4.88 g (0.0267 moles) of 2-chloro-5-nitrobenzonitrile was added and the mixture heated at 75° C. for 3 hrs. The reaction mixture was cooled and poured into a solution of 400 ml of 2 N aqueous NaOH and 300 ml of water. The product was collected by filtration, washed well with water and dried to obtain 8.8 g of product (88... Starting materials: [OH-].[Na+] (NaOH), O (water), C(C)N(S(=O)(=O)C1=CC=C(C=C1)O)CC (N,N-diethyl-4-hydroxybenzenesulfonamide), [OH-].[Na+] (NaOH), ClC1=C(C#N)C=C(C=C1)[N+](=O)[O-] (2-chloro-5-nitrobenzonitrile). The yield is 87.8%. The solvent is CS(=O)C (DMSO). The product is C(C)N(S(=O)(=O)C1=CC=C(C=C1)OC1=C(C=C(C=C1)[N+](=O)[O-])C#N)CC (N,N-Diethyl-4-(2-cyano-4-nitrophenoxy)benzenesulfonamide). As a reaction SMILES: [CH2:1]([N:3]([CH2:14][CH3:15])[S:4]([C:7]1[CH:12]=[CH:11][C:10]([OH:13])=[CH:9][CH:8]=1)(=[O:6])=[O:5])[CH3:2].[OH-].[Na+].Cl[C:19]1[CH:26]=[CH:25][C:24]([N+:27]([O-:29])=[O:28])=[CH:23][C:20]=1[C:21]#[N:22].O>CS(C)=O>[CH2:14]([N:3]([CH2:1][CH3:2])[S:4]([C:7]1[CH:12]=[CH:11][C:10]([O:13][C:19]2[CH:26]=[CH:25][C:24]([N+:27]([O-:29])=[O:28])=[CH:23][C:20]=2[C:21]#[N:22])=[CH:9][CH:8]=1)(=[O:6])=[O:5])[CH3:15] |f:1.2|. Run at temperature 60 celsius.